From a dataset of the Open Reaction Database (ORD), a public repository of structured organic reaction records. describe an organic reaction: reactants, conditions, products, and yield Starting materials: CCOCCO, Nc1cccc([N+](=O)[O-])c1, Cc1cc(Cl)nc(N)n1, O. Product: Cc1cc(Nc2cccc([N+](=O)[O-])c2)nc(N)n1. As a reaction SMILES: [CH3:20][CH2:21][O:22][CH2:23][CH2:24][OH:25].[N+:10](=[O:11])([O-:12])[c:13]1[cH:14][c:15]([NH2:16])[cH:17][cH:18][cH:19]1.[NH2:1][c:2]1[n:3][c:4]([Cl:9])[cH:5][c:6]([CH3:8])[n:7]1.[OH2:26]>>[NH2:1][c:2]1[n:3][c:4]([NH:16][c:15]2[cH:14][c:13]([N+:10](=[O:11])[O-:12])[cH:19][cH:18][cH:17]2)[cH:5][c:6]([CH3:8])[n:7]1. Starting materials: C=1C=CC(=CC1)P(C=2C=CC=CC2)C3=CC=C4C=CC=CC4=C3C5=C6C=CC=CC6=CC=C5P(C=7C=CC=CC7)C=8C=CC=CC8 (rac-BINAP), BrC1=CC=C(C=C1)C (4-bromotoluene), C([O-])([O-])=O.[Cs+].[Cs+] (cesium carbonate), FC(C1=CC=C(C=C1)NC=1C2=C(N=CN1)CNCC2)(F)F (N-(4-(Trifluoromethyl)phenyl)-5,6,7,8-tetrahydropyrido[3,4-d]pyrimidin-4-amine). The reagents and catalysts are C(C)(=O)[O-].[Pd+2].C(C)(=O)[O-] (palladium(II)acetate). Solvent: O1CCOCC1 (dioxane). Reaction conditions: temperature 160 celsius, time 3 hour. Product: C1(=CC=C(C=C1)N1CC=2N=CN=C(C2CC1)NC1=CC=C(C=C1)C(F)(F)F)C (7-(p-Tolyl)-N-(4-(trifluoromethyl)phenyl)-5,6,7,8-tetrahydropyrido[3,4-d]pyrimidin-4-amine). Isolated yield 17.3%. Reaction SMILES: C1C=CC(P(C2C(C3C(P(C4C=CC=CC=4)C4C=CC=CC=4)=CC=C4C=3C=CC=C4)=C3C(C=CC=C3)=CC=2)C2C=CC=CC=2)=CC=1.Br[C:48]1[CH:53]=[CH:52][C:51]([CH3:54])=[CH:50][CH:49]=1.C(=O)([O-])[O-].[Cs+].[Cs+].[F:61][C:62]([F:81])([F:80])[C:63]1[CH:68]=[CH:67][C:66]([NH:69][C:70]2[C:71]3[CH2:79][CH2:78][NH:77][CH2:76][C:72]=3[N:73]=[CH:74][N:75]=2)=[CH:65][CH:64]=1>C([O-])(=O)C.[Pd+2].C([O-])(=O)C.O1CCOCC1>[C:51]1([CH3:54])[CH:52]=[CH:53][C:48]([N:77]2[CH2:78][CH2:79][C:71]3[C:70]([NH:69][C:66]4[CH:65]=[CH:64][C:63]([C:62]([F:81])([F:61])[F:80])=[CH:68][CH:67]=4)=[N:75][CH:74]=[N:73][C:72]=3[CH2:76]2)=[CH:49][CH:50]=1 |f:2.3.4,6.7.8|. Reported procedure: To 2 mL of dioxane was added 10 mol % of palladium(II)acetate (12 mg) and 20 mol % rac-BINAP (58 mg). After stirring for 3 hours, 4-bromotoluene (90 mg, 0.53 mmol), cesium carbonate (682 mg, 2.12 mmol), N-(4-(Trifluoromethyl)phenyl)-5,6,7,8-tetrahydropyrido[3,4-d]pyrimidin-4-amine (150 mg, 0.51 mmol) and activated molecular sieves (340 mg) were added. The mixture was sonicated for 10 minutes and heated in a sealed tube via microwave at 160° C. for 3 hours in a Personal Chemistry Microwave (Smith... Reactants: (E)-di(μ-acetato)bis(o-(di-o-tolylphosphino)benzyl)dipalladium(II), F[B-](F)(F)F.C(C)(C)(C)P(C(C)(C)C)C(C)(C)C (tri-tert-butylphosphine tetrafluoroborate), BrC=1C=C(C(=CC1)C)C (4-bromo-o-xylene), C1(CCCCC1)CNCC1CCCCC1 (N,N-dicyclohexylmethylamine), (E)-di(μ-acetato)bis(o-(di-o-tolylphosphino)benzyl)dipalladium(II), FC1=CC=C(NC2=C(C(=O)OC(C)(C)C)C=CC(=C2)C=C)C=C1 (tert-butyl 2-(4-fluoroanilino)-4-vinylbenzoate), BrC=1C=C(C(=CC1)C)C (4-bromo-o-xylene), C1(CCCCC1)CNCC1CCCCC1 (N,N-dicyclohexylmethylamine), C(CC(O)(C(=O)O)CC(=O)O)(=O)O (citric acid). The reagents and catalysts are C(C)(=O)[O-].[Pd+2].C(C)(=O)[O-] (palladium acetate). Solvent: CN(C(C)=O)C (N,N-dimethylacetamide), C(C)(=O)OCC (ethyl acetate). Reaction conditions: temperature 130 celsius, time 4 hour. The product is CC=1C=C(C=CC1C)/C=C/C1=CC(=C(C(=O)OC(C)(C)C)C=C1)NC1=CC=C(C=C1)F (tert-butyl 4-((E)-2-(3,4-dimethylphenyl)vinyl)-2-(4-fluoroanilino)benzoate). As a reaction SMILES: [F:1][C:2]1[CH:23]=[CH:22][C:5]([NH:6][C:7]2[CH:19]=[C:18]([CH:20]=[CH2:21])[CH:17]=[CH:16][C:8]=2[C:9]([O:11][C:12]([CH3:15])([CH3:14])[CH3:13])=[O:10])=[CH:4][CH:3]=1.Br[C:25]1[CH:26]=[C:27]([CH3:32])[C:28]([CH3:31])=[CH:29][CH:30]=1.C1(CNCC2CCCCC2)CCCCC1.F[B-](F)(F)F.C(P(C(C)(C)C)C(C)(C)C)(C)(C)C.C(O)(=O)CC(CC(O)=O)(C(O)=O)O>C([O-])(=O)C.[Pd+2].C([O-])(=O)C.C(OCC)(=O)C.CN(C)C(=O)C>[CH3:32][C:27]1[CH:26]=[C:25](/[CH:21]=[CH:20]/[C:18]2[CH:17]=[CH:16][C:8]([C:9]([O:11][C:12]([CH3:15])([CH3:13])[CH3:14])=[O:10])=[C:7]([NH:6][C:5]3[CH:22]=[CH:23][C:2]([F:1])=[CH:3][CH:4]=3)[CH:19]=2)[CH:30]=[CH:29][C:28]=1[CH3:31] |f:3.4,6.7.8|. Reported procedure: To N,N-dimethylacetamide 3.0 mL solution of tert-butyl 2-(4-fluoroanilino)-4-vinylbenzoate 0.15 g were added 4-bromo-o-xylene 0.19 mL, N,N-dicyclohexylmethylamine 0.41 mL and palladium acetate 5.4 mg at room temperature, and it was stirred at 130° C. for 4 hours. 4-bromo-o-xylene 0.063 mL, N,N-dicyclohexylmethylamine 0.10 mL and (E)-di(μ-acetato)bis(o-(di-o-tolylphosphino)benzyl)dipalladium(II) 5.4 mg were added to it, and it was stirred at 130° C. for 2 hours. (E)-di(μ-acetato)bis(o-(di-o-tolyl...